From a dataset of the Open Reaction Database (ORD), a public repository of structured organic reaction records. describe an organic reaction: reactants, conditions, products, and yield The reactants are ClC1=CC=2C=3N(C=NC2C=C1)C=NN3 (9-chloro-1,2,4-triazolo[4,3-c]quinazoline), [OH-].[K+] (KOH), Cl (HCl). Yields the product NC1=C(C=C(C=C1)Cl)C1=NC=NN1 (5-(2-amino-5-chlorophenyl)-s-triazole). RXN SMILES: [Cl:1][C:2]1[CH:11]=[CH:10][C:9]2[N:8]=C[N:6]3[CH:12]=[N:13][N:14]=[C:5]3[C:4]=2[CH:3]=1.[OH-].[K+].Cl>>[NH2:8][C:9]1[CH:10]=[CH:11][C:2]([Cl:1])=[CH:3][C:4]=1[C:5]1[NH:14][N:13]=[CH:12][N:6]=1 |f:1.2|. Reported procedure: To a flask containing 129.8 gms. of 9-chloro-1,2,4-triazolo[4,3-c]quinazoline is added 2600 ml. of a 10% KOH solution and the resulting mixture heated to reflux. A gentle reflux is maintained overnight after which time the mixture is neutralized to pH 7.0 with cooling and stirring by adding dropwise a 1:1 HCl solution and the resulting precipitate filtered off, washed several times with H2O and allowed to air dry. The residue was dissolved in methanol and evaporated in vacuo to dryness. The resu... Reactants: C(C)C1=CC(=C(S1)NC1=C(C=CC=C1)[N+](=O)[O-])C(=O)O (5-Ethyl-2-(2-nitroanilino)-thiophene-3-carboxylic acid). The reagents and catalysts are [Pd] (palladium on charcoal). Run in C(C)O (ethanol). Product: NC1=C(NC=2SC(=CC2C(=O)O)CC)C=CC=C1 (2-(2-Aminoanilino)-5-ethyl-thiophene-3-carboxylic acid). Reaction SMILES: [CH2:1]([C:3]1[S:7][C:6]([NH:8][C:9]2[CH:14]=[CH:13][CH:12]=[CH:11][C:10]=2[N+:15]([O-])=O)=[C:5]([C:18]([OH:20])=[O:19])[CH:4]=1)[CH3:2]>C(O)C.[Pd]>[NH2:15][C:10]1[CH:11]=[CH:12][CH:13]=[CH:14][C:9]=1[NH:8][C:6]1[S:7][C:3]([CH2:1][CH3:2])=[CH:4][C:5]=1[C:18]([OH:20])=[O:19]. Procedure details: 5-Ethyl-2-(2-nitroanilino)-thiophene-3-carboxylic acid (8.0 g, 0.027 mol) in ethanol (150 ml) was catalytically reduced over 10% palladium on charcoal (900 mg) at 60 p.s.i. The catalyst was removed by filtration and the solvent removed by distillation in vacuo to give the title compound. The reactants are CCc1cnc(N2CCC(n3cc(COS(C)(=O)=O)c(C(F)(F)F)n3)CC2)nc1, Oc1ccc(-n2cnnn2)cc1F. Product: CCc1cnc(N2CCC(n3cc(COc4ccc(-n5cnnn5)cc4F)c(C(F)(F)F)n3)CC2)nc1. Reaction SMILES: [CH3:1][S:2](=[O:3])(=[O:4])[O:5][CH2:6][c:7]1[c:8]([C:26]([F:27])([F:28])[F:29])[n:9][n:10]([CH:12]2[CH2:13][CH2:14][N:15]([c:18]3[n:19][cH:20][c:21]([CH2:24][CH3:25])[cH:22][n:23]3)[CH2:16][CH2:17]2)[cH:11]1.[F:30][c:31]1[c:32]([OH:42])[cH:33][cH:34][c:35](-[n:37]2[n:38][n:39][n:40][cH:41]2)[cH:36]1>>[O:5]([CH2:6][c:7]1[c:8]([C:26]([F:27])([F:28])[F:29])[n:9][n:10]([CH:12]2[CH2:13][CH2:14][N:15]([c:18]3[n:19][cH:20][c:21]([CH2:24][CH3:25])[cH:22][n:23]3)[CH2:16][CH2:17]2)[cH:11]1)[c:32]1[c:31]([F:30])[cH:36][c:35](-[n:37]2[n:38][n:39][n:40][cH:41]2)[cH:34][cH:33]1. The reactants are CO, CN1CCNCC1CCCCc1cccc2c1C(=O)NC2=O, NN. As a reaction SMILES: [CH3:25][OH:26].[CH3:3][N:4]1[CH:5]([CH2:10][CH2:11][CH2:12][CH2:13][c:14]2[cH:15][cH:16][cH:17][c:18]3[c:23]2[C:21](=[O:22])[NH:20][C:19]3=[O:24])[CH2:6][NH:7][CH2:8][CH2:9]1.[NH2:1][NH2:2]>>[NH2:1][CH2:13][CH2:12][CH2:11][CH2:10][CH:5]1[N:4]([CH3:3])[CH2:9][CH2:8][NH:7][CH2:6]1. Product: CN1CCNCC1CCCCN. The reactants are C(C)OC(=O)C=1C=NN(C1)C1=NC(=C2N=CN(C2=N1)[C@H]1[C@@H]([C@@H]([C@H](C1)NC(CC)=O)O)O)NC(C1=CC=C(C=C1)OC)C1=CC=C(C=C1)OC (1-[6-{[Bis-(4-methoxy-phenyl)-methyl]-amino}-9-((1R,2S,3R,4S)-2,3-dihydroxy-4-propionylamino-cyclopentyl)-9H-purin-2-yl]-1H-pyrazole-4-carboxylic acid ethyl ester), CN (methyl amine). Reaction conditions: temperature 65 celsius. Product: CNC(=O)C=1C=NN(C1)C1=NC(=C2N=CN(C2=N1)[C@H]1[C@@H]([C@@H]([C@H](C1)NC(CC)=O)O)O)NC(C1=CC=C(C=C1)OC)C1=CC=C(C=C1)OC (1-[6-{[Bis-(4-methoxy-phenyl)-methyl]-amino}-9-((1R,2S,3R,4S)-2,3-dihydroxy-4-propionylamino-cyclopentyl)-9H-purin-2-yl]-1H-pyrazole-4-carboxylic acid methylamide). RXN SMILES: C([O:3][C:4]([C:6]1[CH:7]=[N:8][N:9]([C:11]2[N:19]=[C:18]3[C:14]([N:15]=[CH:16][N:17]3[C@@H:20]3[CH2:24][C@H:23]([NH:25][C:26](=[O:29])[CH2:27][CH3:28])[C@@H:22]([OH:30])[C@H:21]3[OH:31])=[C:13]([NH:32][CH:33]([C:42]3[CH:47]=[CH:46][C:45]([O:48][CH3:49])=[CH:44][CH:43]=3)[C:34]3[CH:39]=[CH:38][C:37]([O:40][CH3:41])=[CH:36][CH:35]=3)[N:12]=2)[CH:10]=1)=O)C.[CH3:50][NH2:51]>>[CH3:50][NH:51][C:4]([C:6]1[CH:7]=[N:8][N:9]([C:11]2[N:19]=[C:18]3[C:14]([N:15]=[CH:16][N:17]3[C@@H:20]3[CH2:24][C@H:23]([NH:25][C:26](=[O:29])[CH2:27][CH3:28])[C@@H:22]([OH:30])[C@H:21]3[OH:31])=[C:13]([NH:32][CH:33]([C:42]3[CH:43]=[CH:44][C:45]([O:48][CH3:49])=[CH:46][CH:47]=3)[C:34]3[CH:39]=[CH:38][C:37]([O:40][CH3:41])=[CH:36][CH:35]=3)[N:12]=2)[CH:10]=1)=[O:3]. Procedure: A mixture of 1-[6-{[Bis-(4-methoxy-phenyl)-methyl]-amino}-9-((1R,2S,3R,4S)-2,3-dihydroxy-4-propionylamino-cyclopentyl)-9H-purin-2-yl]-1H-pyrazole-4-carboxylic acid ethyl ester (Example 168, step 3) (0.2 g, 0.298 mmol) and 40% aqueous methyl amine solution (5 ml) is heated to 65° C. for 12 h. The reaction mixture concentrated in vacuo and purification of the crude residue by chromatography on silica eluting with 3% methanol in chloroform yields the title compound. LC-MS (0.1% formic acid, acetoni... Reactants: C(C(C)C)=O (isobutanal), C(C)(C)NC(C)C (diisopropylamine), C(CCC)[Li] (n-butyllithium), resultant mixture, C(C(=O)O)(=O)O (oxalic acid), 1-(N-tert-butyl)butylimine. The solvent is O1CCCC1 (tetrahydrofuran), O1CCCC1 (tetrahydrofuran). Run at temperature -65 celsius, time 20 minute. Product: C(C)/C(/C=O)=C\C(C)C ((E)-2-ethyl-4-methyl-2-pentenal). Reaction SMILES: C(N[CH:5]([CH3:7])[CH3:6])(C)C.[CH2:8]([Li])[CH2:9][CH2:10][CH3:11].[CH:13](=[O:17])C(C)C.C(O)(=O)C(O)=O>O1CCCC1>[CH2:9](/[C:10](=[CH:11]\[CH:5]([CH3:6])[CH3:7])/[CH:13]=[O:17])[CH3:8]. Reported procedure: To a solution of diisopropylamine (40.5 g) in tetrahydrofuran (160 ml) at -10° C. was added a solution of n-butyllithium (1.66M in hexane solution, 241 ml) under nitrogen atmosphere. The mixture was stirred for 20 minutes and then 1-(N-tert-butyl)butylimine (50.9 g) was added at the same temperature. Stirring was continued for 20 minutes and then cooled to -65° C. A solution of isobutanal (28.8 g) in tetrahydrofuran (120 ml) was added to the solution. The reaction mixture was kept at -65° C. for... The reactants are FC1=CC=C(C=C1)C=1C(=NC=2N(C1)C=CN2)C2=CC=C(C=O)C=C2 (4-[6-(4-Fluorophenyl)imidazo[1,2-a]pyrimidin-7-yl]-benzaldehyde), C(=O)(O)[O-].[Na+] (NaHCO3), CC1=NC(=CC=C1)C=1NN=C(N1)C1CCNCC1 (2-Methyl-6-(5-piperidine-4-yl-2H-[1,2,4]triazole-3-yl)-pyridine), [BH-](OC(=O)C)(OC(=O)C)OC(=O)C.[Na+] (NaBH(OAc)3). The solvent is C(C)(=O)O (acetic acid), C(C)N(CC)CC (triethylamine), CN1CCCC1=O (NMP). Reaction conditions: time 1 hour. Product: FC1=CC=C(C=C1)C=1C(=NC=2N(C1)C=CN2)C2=CC=C(C=C2)CN2CCC(CC2)C2=NNC(=N2)C2=NC(=CC=C2)C (6-(4-fluorophenyl)-7-(4-{4-[5-(6-methylpyridine-2-yl)-1H-[1,2,4]triazole-3-yl]-piperidine-1-ylmethyl}-phenyl)-imidazo[1,2-a]pyrimidine). Isolated yield 67.9%. RXN SMILES: [CH3:1][C:2]1[CH:7]=[CH:6][CH:5]=[C:4]([C:8]2[NH:9][N:10]=[C:11]([CH:13]3[CH2:18][CH2:17][NH:16][CH2:15][CH2:14]3)[N:12]=2)[N:3]=1.[F:19][C:20]1[CH:25]=[CH:24][C:23]([C:26]2[C:27]([C:35]3[CH:42]=[CH:41][C:38]([CH:39]=O)=[CH:37][CH:36]=3)=[N:28][C:29]3[N:30]([CH:32]=[CH:33][N:34]=3)[CH:31]=2)=[CH:22][CH:21]=1.[BH-](OC(C)=O)(OC(C)=O)OC(C)=O.[Na+].C([O-])(O)=O.[Na+]>CN1C(=O)CCC1.C(O)(=O)C.C(N(CC)CC)C>[F:19][C:20]1[CH:21]=[CH:22][C:23]([C:26]2[C:27]([C:35]3[CH:42]=[CH:41][C:38]([CH2:39][N:16]4[CH2:17][CH2:18][CH:13]([C:11]5[N:12]=[C:8]([C:4]6[CH:5]=[CH:6][CH:7]=[C:2]([CH3:1])[N:3]=6)[NH:9][N:10]=5)[CH2:14][CH2:15]4)=[CH:37][CH:36]=3)=[N:28][C:29]3[N:30]([CH:32]=[CH:33][N:34]=3)[CH:31]=2)=[CH:24][CH:25]=1 |f:2.3,4.5|. Procedure: 219 mg (0.69 mmol) 2-Methyl-6-(5-piperidine-4-yl-2H-[1,2,4]triazole-3-yl)-pyridine×2HCl are dissolved in 5.4 mL NMP. After addition of 0.2 mL triethylamine the reaction mixture is stirred for one hour. 200 mg (0.63 mmol) 4-[6-(4-Fluorophenyl)imidazo[1,2-a]pyrimidin-7-yl]-benzaldehyde and 0.06 mL acetic acid are added. The reaction mixture is stirred over night at room temperature. 147 mg (0.69 mmol) NaBH(OAc)3, are added in portions and the reaction mixture is stirred at room temperature for 18 ... Reactants: N[C@@H](CCC(=O)O)C(=O)O.ClC=1C=CC2=C([C@H](CNCC2)C)C1 ((R)-8-chloro-1-methyl-2,3,4,5-tetrahydro-1H-3-benzazepine L-glutamate salt), O=C[C@H](O)[C@@H](O)[C@H](O)[C@H](O)C(=O)[O-] (glucuronate). The solvent is O (water). The product is O=C[C@H](O)[C@@H](O)[C@H](O)[C@H](O)C(=O)O.ClC=1C=CC2=C([C@H](CNCC2)C)C1 ((R)-8-Chloro-1-methyl-2,3,4,5-tetrahydro-1H-3-benzazepine Glucuronate Salt). Reaction SMILES: N[C@H](C(O)=O)CCC(O)=O.[Cl:11][C:12]1[CH:13]=[CH:14][C:15]2[CH2:21][CH2:20][NH:19][CH2:18][C@H:17]([CH3:22])[C:16]=2[CH:23]=1.[O:24]=[CH:25][C@@H:26]([C@H:28]([C@@H:30]([C@@H:32]([C:34]([O-:36])=[O:35])[OH:33])[OH:31])[OH:29])[OH:27]>O>[O:24]=[CH:25][C@@H:26]([C@H:28]([C@@H:30]([C@@H:32]([C:34]([OH:36])=[O:35])[OH:33])[OH:31])[OH:29])[OH:27].[Cl:11][C:12]1[CH:13]=[CH:14][C:15]2[CH2:21][CH2:20][NH:19][CH2:18][C@H:17]([CH3:22])[C:16]=2[CH:23]=1 |f:0.1,4.5|. Procedure details: The solubility of Compound 1 glucuronate in water was determined by UPLC to be 2.5 mg/mL, with a final pH of 6.80. The reactants are ClC1=CC=C(C=C1)CC(=O)NC=1C=C(C=NC1)C(=O)C1=CN(C=2N=CN=CC21)C(C(=O)O)C (2-{5-[(5-{[(4-chlorophenyl)acetyl]amino}pyridin-3-yl)carbonyl]-7H-pyrrolo[2,3-d]pyrimidin-7-yl}propanoic acid), CN (methylamine). Yields the product ClC1=CC=C(C=C1)CC(=O)NC=1C=C(C=NC1)C(=O)C1=CN(C=2N=CN=CC21)C(C(=O)NC)C (racemic 2-{5-[(5-{[(4-Chlorophenyl)acetyl]amino}pyridin-3-yl)carbonyl]-7H-pyrrolo[2,3-d]pyrimidin-7-yl}-N-methylpropanamide). As a reaction SMILES: [Cl:1][C:2]1[CH:7]=[CH:6][C:5]([CH2:8][C:9]([NH:11][C:12]2[CH:13]=[C:14]([C:18]([C:20]3[C:28]4[CH:27]=[N:26][CH:25]=[N:24][C:23]=4[N:22]([CH:29]([CH3:33])[C:30](O)=[O:31])[CH:21]=3)=[O:19])[CH:15]=[N:16][CH:17]=2)=[O:10])=[CH:4][CH:3]=1.[CH3:34][NH2:35]>>[Cl:1][C:2]1[CH:7]=[CH:6][C:5]([CH2:8][C:9]([NH:11][C:12]2[CH:13]=[C:14]([C:18]([C:20]3[C:28]4[CH:27]=[N:26][CH:25]=[N:24][C:23]=4[N:22]([CH:29]([CH3:33])[C:30]([NH:35][CH3:34])=[O:31])[CH:21]=3)=[O:19])[CH:15]=[N:16][CH:17]=2)=[O:10])=[CH:4][CH:3]=1. Reported procedure: The title compound was prepared according to the method described for Example 34 at 50° C. using 2-{5-[(5-{[(4-chlorophenyl)acetyl]amino}pyridin-3-yl)carbonyl]-7H-pyrrolo[2,3-d]pyrimidin-7-yl}propanoic acid (Example 354) and methylamine. Purification was accomplished by preparative HPLC (method 1) to afford the title compound. Starting materials: CC(=O)O[BH-](OC(C)=O)OC(C)=O, CC=O, ClCCl, Cc1ccc2nnc(Cc3ccc4ncc(-c5cnn(C6CNC6)c5)cc4c3)n2n1, [Na+]. The product is CCN1CC(n2cc(-c3cnc4ccc(Cc5nnc6ccc(C)nn56)cc4c3)cn2)C1. As a reaction SMILES: [C:34]([O:35][BH-:36]([O:37][C:38](=[O:39])[CH3:40])[O:41][C:42](=[O:43])[CH3:44])(=[O:45])[CH3:46].[CH:31]([CH3:32])=[O:33].[Cl:48][CH2:49][Cl:50].[NH:1]1[CH2:2][CH:3]([n:5]2[n:6][cH:7][c:8](-[c:10]3[cH:11][n:12][c:13]4[cH:14][cH:15][c:16]([CH2:20][c:21]5[n:22][n:23][c:24]6[n:25]5[n:26][c:27]([CH3:30])[cH:28][cH:29]6)[cH:17][c:18]4[cH:19]3)[cH:9]2)[CH2:4]1.[Na+:47]>>[N:1]1([CH2:31][CH3:32])[CH2:2][CH:3]([n:5]2[n:6][cH:7][c:8](-[c:10]3[cH:11][n:12][c:13]4[cH:14][cH:15][c:16]([CH2:20][c:21]5[n:22][n:23][c:24]6[n:25]5[n:26][c:27]([CH3:30])[cH:28][cH:29]6)[cH:17][c:18]4[cH:19]3)[cH:9]2)[CH2:4]1.